Dataset: the Open Reaction Database (ORD), a public repository of structured organic reaction records. Task: describe an organic reaction: reactants, conditions, products, and yield The reactants are [H][H] (hydrogen), S1C=CC=C1 (thiophene), COC1CN(CCC1=O)C(=O)OCC (ethyl 3-methoxy-4-oxo-1-piperidinecarboxylate), C1(=CC=CC=C1)CN (benzenemethanamine), [H][H] (hydrogen). The reagents and catalysts are [Pd] (palladium-on-charcoal), [Pd] (palladium-on-charcoal). The solvent is CO (methanol), C(C)O (ethanol). The product is 92.9, N[C@@H]1[C@@H](CN(CC1)C(=O)OCC)OC (ethyl cis-4-amino-3-methoxy-1-piperidinecarboxylate). RXN SMILES: S1C=CC=C1.[CH3:6][O:7][CH:8]1[C:13](=O)[CH2:12][CH2:11][N:10]([C:15]([O:17][CH2:18][CH3:19])=[O:16])[CH2:9]1.C1(C[NH2:27])C=CC=CC=1.[H][H]>[Pd].CO.C(O)C>[NH2:27][C@H:13]1[CH2:12][CH2:11][N:10]([C:15]([O:17][CH2:18][CH3:19])=[O:16])[CH2:9][C@H:8]1[O:7][CH3:6]. Reported procedure: To 2 parts of a solution of 2 parts of thiophene in 40 parts of ethanol were added 126 parts of ethyl 3-methoxy-4-oxo-1-piperidinecarboxylate, 70 parts of benzenemethanamine and 400 parts of methanol. The whole was hydrogenated at normal pressure and at room temperature with 5 parts of palladium-on-charcoal catalyst 10%. After up-take of one equivalent of hydrogen, the catalyst was filtered off and hydrogenation was continued with another 5 parts of palladium-on-charcoal catalyst 10%. After the ... The reactants are CC(C)(C)N(C([O-])=O)[C@H](C)C1(CN(C1)CC1=CC=CC=C1)O (1,1-dimethylethyl{(1R)-1-[3-hydroxy-1-(phenylmethyl)azetidin-3-yl]ethyl}carbamate), [H][H] (hydrogen). Reagents/catalysts: catalyst, [Pd] (palladium on carbon). The solvent is CO (methanol). The product is OC1(CNC1)[C@@H](C)NC(OC(C)(C)C)=O (1,1-dimethylethyl [(1R)-1-(3-hydroxyazetidin-3-yl)ethyl]carbamate). Yield: 211.4%. RXN SMILES: CC([N:5]([C@@H:9]([C:11]1([OH:22])[CH2:14][N:13](CC2C=CC=CC=2)[CH2:12]1)[CH3:10])[C:6](=[O:8])[O-:7])(C)C.[H][H]>CO.[Pd]>[OH:22][C:11]1([C@H:9]([NH:5][C:6](=[O:8])[O:7][C:11]([CH3:14])([CH3:12])[CH3:9])[CH3:10])[CH2:12][NH:13][CH2:14]1. Procedure details: To a solution of 1,1-dimethylethyl{(1R)-1-[3-hydroxy-1-(phenylmethyl)azetidin-3-yl]ethyl}carbamate (1.07 g, 3.5 mmol) in methanol was added wet 10% palladium on carbon (50% by mass, 250 mg). The resulting suspension was subjected to 1 atmosphere of hydrogen for 7 h, and an additional 250 mg of catalyst was added over the course of the reaction. The catalyst was then removed by filtration through celite. The filtrate was then concentrated in vacuo to provide 1,1-dimethylethyl [(1R)-1-(3-hydroxyaz... The reactants are COC(=O)c1cc(NC(=O)c2cccc(Cl)c2)ccc1Oc1ccccc1, CO, [Li+], C1CCOC1, [OH-], O, O. The product is O=C(Nc1ccc(Oc2ccccc2)c(C(=O)O)c1)c1cccc(Cl)c1. RXN SMILES: [CH3:1][O:2][C:3]([c:4]1[c:5]([O:20][c:21]2[cH:22][cH:23][cH:24][cH:25][cH:26]2)[cH:6][cH:7][c:8]([NH:10][C:11]([c:12]2[cH:13][c:14]([Cl:18])[cH:15][cH:16][cH:17]2)=[O:19])[cH:9]1)=[O:27].[CH3:28][OH:29].[Li+:33].[O:34]1[CH2:35][CH2:36][CH2:37][CH2:38]1.[OH-:32].[OH2:30].[OH2:31]>>[O:2]=[C:3]([c:4]1[c:5]([O:20][c:21]2[cH:22][cH:23][cH:24][cH:25][cH:26]2)[cH:6][cH:7][c:8]([NH:10][C:11]([c:12]2[cH:13][c:14]([Cl:18])[cH:15][cH:16][cH:17]2)=[O:19])[cH:9]1)[OH:27].